This data is from the Open Reaction Database (ORD), a public repository of structured organic reaction records. The task is: describe an organic reaction: reactants, conditions, products, and yield The reactants are CC1=NC=C(C=N1)C#C[Si](C)(C)C (2-methyl-5-[(trimethylsilyl)ethynyl]pyrimidine), FC(S(=O)(=O)OC=1CCN(CC1)C(=O)OC(C)(C)C)(F)F (tert-butyl 4-{[(trifluoromethyl)sulfonyl]oxy}-3,6-dihydropyridine-1(2H)-carboxylate). The reagents and catalysts are Cl[Cu] (CuCl), Cl[Pd]([P](C1=CC=CC=C1)(C2=CC=CC=C2)C3=CC=CC=C3)([P](C4=CC=CC=C4)(C5=CC=CC=C5)C6=CC=CC=C6)Cl (PdCl2(PPh3)2). The solvent is CN(C)C=O (DMF). Run at temperature 80 celsius, time 8 hour. Yields the product CC1=NC=C(C=N1)C#CC=1CCN(CC1)C(=O)OC(C)(C)C (tert-Butyl 4-[(2-methylpyrimidin-5-yl)ethynyl]-3,6-dihydropyridine-1(2H) -carboxylate). Yield: 44.8%. As a reaction SMILES: [CH3:1][C:2]1[N:7]=[CH:6][C:5]([C:8]#[C:9][Si](C)(C)C)=[CH:4][N:3]=1.FC(F)(F)S(O[C:20]1[CH2:21][CH2:22][N:23]([C:26]([O:28][C:29]([CH3:32])([CH3:31])[CH3:30])=[O:27])[CH2:24][CH:25]=1)(=O)=O>CN(C=O)C.Cl[Cu].Cl[Pd](Cl)([P](C1C=CC=CC=1)(C1C=CC=CC=1)C1C=CC=CC=1)[P](C1C=CC=CC=1)(C1C=CC=CC=1)C1C=CC=CC=1>[CH3:1][C:2]1[N:7]=[CH:6][C:5]([C:8]#[C:9][C:20]2[CH2:25][CH2:24][N:23]([C:26]([O:28][C:29]([CH3:32])([CH3:31])[CH3:30])=[O:27])[CH2:22][CH:21]=2)=[CH:4][N:3]=1 |^1:44,63|. Procedure: To a solution of CuCl (1 mg, 0.01 mmol) and PdCl2(PPh3)2 (0.003 g, 0.004 mmol) in DMF (2 mL) were added 2-methyl-5-[(trimethylsilyl)ethynyl]pyrimidine (0.088 g, 0.462 mmol) and tert-butyl 4-{[(trifluoromethyl)sulfonyl]oxy}-3,6-dihydropyridine-1(2H)-carboxylate (Example 2e) (0.183 g, 0.555 mmol) at room temperature. The reaction mixture was stirred for 8 h at 80° C. After cooling, the mixture was quenched with 1N HCl and extracted with ether (3×). The combined organic layers were washed with satu...